The task is: describe an organic reaction: reactants, conditions, products, and yield. This data is from the Open Reaction Database (ORD), a public repository of structured organic reaction records. RXN SMILES: [CH2:1]=[CH:2][C:3]1[CH:8]=[CH:7][CH:6]=[CH:5][CH:4]=1.[CH3:9][C:10]([CH2:12][C:13]([CH3:16])([CH3:15])[CH3:14])=[CH2:11].[C:17]([O:21][CH2:22][CH2:23][CH2:24][OH:25])(=[O:20])[CH:18]=[CH2:19].[C:26]([O:31][CH2:32][CH2:33][CH2:34][CH3:35])(=[O:30])[C:27]([CH3:29])=[CH2:28].[C:36]([O:41][CH2:42][CH2:43][OH:44])(=[O:40])[C:37]([CH3:39])=[CH2:38].[C:45]([O:49][CH2:50][CH2:51][CH2:52][CH3:53])(=[O:48])[CH:46]=[CH2:47]>C1(C)C(C)=CC=CC=1>[CH3:11][C:10]([CH2:12][C:13]([CH3:16])([CH3:15])[CH3:14])=[CH2:9].[C:17]([O:21][CH2:22][CH2:23][CH2:24][OH:25])(=[O:20])[CH:18]=[CH2:19].[C:26]([O:31][CH2:32][CH2:33][CH2:34][CH3:35])(=[O:30])[C:27]([CH3:29])=[CH2:28].[CH2:1]=[CH:2][C:3]1[CH:8]=[CH:7][CH:6]=[CH:5][CH:4]=1.[C:36]([O:41][CH2:42][CH2:43][OH:44])(=[O:40])[C:37]([CH3:39])=[CH2:38].[C:45]([O:49][CH2:50][CH2:51][CH2:52][CH3:53])(=[O:48])[CH:46]=[CH2:47] |f:7.8.9.10.11.12|. The product is CC(=C)CC(C)(C)C.C(C=C)(=O)OCCCO.C(C(=C)C)(=O)OCCCC.C=CC1=CC=CC=C1.C(C(=C)C)(=O)OCCO.C(C=C)(=O)OCCCC (diisobutylene hydroxypropyl acrylate butyl methacrylate styrene hydroxyethyl methacrylate butyl acrylate). Solvent: C=1(C(=CC=CC1)C)C (xylene). Procedure: Charge 1 was added to a 4-liter stirred stainless steel pressure reactor. The reactor was then pressurized with nitrogen providing a 5 psig pad on the reactor. The agitation on the reactor was set at 500 rpm and the reactor temperature was adjusted to 150° C. Charge 2 was added to the reactor at an addition rate of 36 grams/hour over 2.5 hours. After 15 minutes Charge 3 was added to reactor at an addition rate of 1000 grams/hour over 2 hours. During the monomer addition the temperature was maint... Reactants: acrylates, C(C=C)(=O)OCCCO (hydroxypropyl acrylate), CC(=C)CC(C)(C)C (diisobutylene), C(C(=C)C)(=O)OCCO (hydroxyethyl methacrylate), C(C=C)(=O)OCCCC (butyl acrylate), C=CC1=CC=CC=C1 (styrene), methacrylates, C=CC1=CC=CC=C1 (styrene), C(C(=C)C)(=O)OCCCC (butyl methacrylate). Run at temperature 15 celsius, time 2 hour. Reactants: CSC1=NC=CC(=N1)OC1=CC=C(C2=CC=CC=C12)NC(OC(C)(C)C)=O (t-butyl (4-{[2-(methylthio) pyrimidin-4-yl]oxy}-1-naphthyl)carbamate), O1CCOCC1 (dioxane), FC1NC(COC1)C1=CC=CC=C1C(=O)O (3-fluoro-5-morpholinebenzoic acid), [Cl-].ClC1[NH+](CCN1C)C (2-chloro-1,3-dimethylimidazolinium chloride), C(C)(C)NC(C)C (diisopropylamine). Solvent: Cl (HCl), C(Cl)Cl (CH2Cl2). Run at time 8 hour. The product is FC=1C=C(C(=O)NC2=CC=C(C3=CC=CC=C23)OC2=NC(=NC=C2)SC)C=C(C1)N1CCOCC1 (3-fluoro-N-(4-{[2-(methylthio)pyrimidin-4-yl]oxy}-1-naphthyl)-5-morpholin-4-ylbenzamide). As a reaction SMILES: [CH3:1][S:2][C:3]1[N:8]=[C:7]([O:9][C:10]2[C:19]3[C:14](=[CH:15][CH:16]=[CH:17][CH:18]=3)[C:13]([NH:20][C:21](=[O:27])OC(C)(C)C)=[CH:12][CH:11]=2)[CH:6]=[CH:5][N:4]=1.[F:28][CH:29]1COCC(C2C(C(O)=O)=CC=CC=2)N1.[Cl-].ClC1N(C)[CH2:49][CH2:48][NH+]1C.[CH:53]([NH:56][CH:57]([CH3:59])[CH3:58])([CH3:55])C.[O:60]1[CH2:65][CH2:64]OCC1>Cl.C(Cl)Cl>[F:28][C:29]1[CH:48]=[C:49]([CH:58]=[C:57]([N:56]2[CH2:64][CH2:65][O:60][CH2:55][CH2:53]2)[CH:59]=1)[C:21]([NH:20][C:13]1[C:14]2[C:19](=[CH:18][CH:17]=[CH:16][CH:15]=2)[C:10]([O:9][C:7]2[CH:6]=[CH:5][N:4]=[C:3]([S:2][CH3:1])[N:8]=2)=[CH:11][CH:12]=1)=[O:27] |f:2.3|. Procedure details: A solution of t-butyl (4-{[2-(methylthio) pyrimidin-4-yl]oxy}-1-naphthyl)carbamate (1.0 g, 2.61 mmol) in 4.0 M HCl in dioxane (10 ml) is stirred at room temperature for 1 h. The mixture is then evaporated to dryness. The residue is then dissolved in CH2Cl2 (5 ml) containing diisopropylamine (1.0 ml). To this mixture is added a solution of 3-fluoro-5-morpholinebenzoic acid (0.70 g, 3.13 mmol), 2-chloro-1,3-dimethylimidazolinium chloride (0.525 g, 3.13 mmol) and diisopropylamine (1.27 ml) in CH2Cl... Starting materials: N12CCCN=CC2CCCC1 (1,5-diazabicyclo[5.4.0]-undec-5-ene), C(C)(=O)N/C=C/SC1=C(N2C([C@H]([C@H]2C1)[C@H](C)OS(=O)(=O)OCC)=O)C(=O)OCC1=CC=CC=C1 (Benzyl (5R,6R)-3-[(E)-2-acetamidoethenylthio]-6-[(S)-1-ethoxysulphonyloxyethyl]-7-oxo-1-azabicyclo[3.2.0]hept-2-ene-2-carboxylate), C(C)(=O)N/C=C/SC1=C(N2C([C@H]([C@H]2C1)[C@H](C)OS(=O)(=O)[O-])=O)C(=O)OCC1=CC=CC=C1.[Na+] (sodium (5R,6R)-3-[(E)-2-acetamidoethenylthio]-6-[(S)-1-sulphonatooxyethyl]-7-oxo-2-benzyloxycarbonyl-1-azabicyclo[3.2.0]hept-2-ene). The product is C(C)(=O)N/C=C/SC1=C(N2C(/C(/[C@H]2C1)=C/C)=O)C(=O)OCC1=CC=CC=C1 (benzyl (5R,6E)-3-[(E)-2-acetamidoethenylthio]-6-ethylidene-7-oxo-1-azabicyclo[3.2.0]hept-2-ene-2-carboxylate), C(C)(=O)N/C=C/SC1=C(N2C(\C(\[C@H]2C1)=C/C)=O)C(=O)OCC1=CC=CC=C1 (benzyl (5R,6Z)-3-[(E)-2-acetamidoethenylthio]-6-ethylidene-7-oxo-1-azabicyclo[3.2.0]hept-2-ene-2-carboxylate). As a reaction SMILES: [C:1]([NH:4]/[CH:5]=[CH:6]/[S:7][C:8]1[CH2:14][C@H:13]2[N:10]([C:11](=[O:24])[C@H:12]2[C@@H:15](OS(OCC)(=O)=O)[CH3:16])[C:9]=1[C:25]([O:27][CH2:28][C:29]1[CH:34]=[CH:33][CH:32]=[CH:31][CH:30]=1)=[O:26])(=[O:3])[CH3:2].[C:35]([NH:38]/[CH:39]=[CH:40]/[S:41][C:42]1[CH2:48][C@H:47]2[N:44]([C:45](=[O:56])[C@H:46]2[C@@H:49](OS([O-])(=O)=O)[CH3:50])[C:43]=1[C:57]([O:59][CH2:60][C:61]1[CH:66]=[CH:65][CH:64]=[CH:63][CH:62]=1)=[O:58])(=[O:37])[CH3:36].[Na+].N12CCCCC1C=NCCC2>>[C:1]([NH:4]/[CH:5]=[CH:6]/[S:7][C:8]1[CH2:14][C@H:13]2[N:10]([C:11](=[O:24])/[C:12]/2=[CH:15]/[CH3:16])[C:9]=1[C:25]([O:27][CH2:28][C:29]1[CH:30]=[CH:31][CH:32]=[CH:33][CH:34]=1)=[O:26])(=[O:3])[CH3:2].[C:35]([NH:38]/[CH:39]=[CH:40]/[S:41][C:42]1[CH2:48][C@H:47]2[N:44]([C:45](=[O:56])/[C:46]/2=[CH:49]\[CH3:50])[C:43]=1[C:57]([O:59][CH2:60][C:61]1[CH:62]=[CH:63][CH:64]=[CH:65][CH:66]=1)=[O:58])(=[O:37])[CH3:36] |f:1.2|. Reported procedure: Benzyl (5R,6R)-3-[(E)-2-acetamidoethenylthio]-6-[(S)-1-ethoxysulphonyloxyethyl]-7-oxo-1-azabicyclo[3.2.0]hept-2-ene-2-carboxylate (e24) prepared from sodium (5R,6R)-3-[(E)-2-acetamidoethenylthio]-6-[(S)-1-sulphonatooxyethyl]-7-oxo-2-benzyloxycarbonyl-1-azabicyclo[3.2.0]hept-2-ene (e23) (100 mg) as described in Example 13 was treated with 1,5-diazabicyclo[5.4.0]-undec-5-ene (35 mg) in an analogous manner to that described in Example 19 to give benzyl (5R,6E)-3-[(E)-2-acetamidoethenylthio]-6-ethyl... The reactants are C(C)NCC (diethylamine), Cl (hydrochloric acid), FC(OC1=CC=C(C=C1)N1N=C(C(C2=C(C=CC=C12)F)=O)C(=O)O)(F)F (1-(4-Trifluoromethoxyphenyl)-1,4-dihydro-4-oxo-5-fluorocinnoline-3-carboxylic acid), S(=O)(Cl)Cl (thionyl chloride), C1(=CC=CC=C1)C (toluene), resultant mixture. Run in C(C)(=O)OCC (ethyl acetate), C(C)N(CC)CC (triethylamine), N1=CC=CC=C1 (pyridine). Reaction conditions: time 3 hour. Yields the product C(C)N(C(=O)CC1=NN(C2=CC=CC(=C2C1=O)F)C1=CC=C(C=C1)OC(F)(F)F)CC (N,N-diethyl-1 -(4-trifluoromethoxyphenyl)-1,4-dihydro-4-oxo-5-fluorocinnoline-3-carboxyamide). Yield: 33.8%. RXN SMILES: [F:1][C:2]([F:26])([F:25])[O:3][C:4]1[CH:9]=[CH:8][C:7]([N:10]2[C:19]3[C:14](=[C:15]([F:20])[CH:16]=[CH:17][CH:18]=3)[C:13](=[O:21])[C:12](C(O)=O)=[N:11]2)=[CH:6][CH:5]=1.S(Cl)(Cl)=[O:28].[CH2:31]([NH:33][CH2:34][CH3:35])[CH3:32].Cl.[C:37]1([CH3:43])C=CC=CC=1>C(OCC)(=O)C.C(N(CC)CC)C.N1C=CC=CC=1>[CH2:31]([N:33]([CH2:37][CH3:43])[C:34]([CH2:35][C:12]1[C:13](=[O:21])[C:14]2[C:19](=[CH:18][CH:17]=[CH:16][C:15]=2[F:20])[N:10]([C:7]2[CH:6]=[CH:5][C:4]([O:3][C:2]([F:1])([F:25])[F:26])=[CH:9][CH:8]=2)[N:11]=1)=[O:28])[CH3:32]. Procedure details: 1-(4-Trifluoromethoxyphenyl)-1,4-dihydro-4-oxo-5-fluorocinnoline-3-carboxylic acid (368 mg), thionyl chloride (179 mg) and pyridine (50 mg) were dissolved in toluene (10 ml), and the obtained solution was heated under reflux for 2 hours. After being allowed to cool to room temperature, the resultant mixture was added dropwise to a solution which was obtained by dissolving diethylamine (146 mg) and triethylamine (152 mg) in ethyl acetate (10 ml). The obtained mixture was stirred at room temperatu... The reactants are COc1cc(C(F)(F)F)cc(SC)c1C(=O)NC1CCCC1N, O=C1CCCC1. Yields the product COc1cc(C(F)(F)F)cc(SC)c1C(=O)NC1CCCC1NC1CCCC1. RXN SMILES: [NH2:1][CH:2]1[CH:3]([NH:7][C:8]([c:9]2[c:10]([O:21][CH3:22])[cH:11][c:12]([C:17]([F:18])([F:19])[F:20])[cH:13][c:14]2[S:15][CH3:16])=[O:23])[CH2:4][CH2:5][CH2:6]1.[O:24]=[C:25]1[CH2:26][CH2:27][CH2:28][CH2:29]1>>[NH:1]([CH:2]1[CH:3]([NH:7][C:8]([c:9]2[c:10]([O:21][CH3:22])[cH:11][c:12]([C:17]([F:18])([F:19])[F:20])[cH:13][c:14]2[S:15][CH3:16])=[O:23])[CH2:4][CH2:5][CH2:6]1)[CH:25]1[CH2:26][CH2:27][CH2:28][CH2:29]1. Run at time 5 hour. Reaction SMILES: [CH3:1][N:2]1[C:7]([S:8][CH3:9])=[CH:6][CH:5]=[C:4]([C:10]([C:12]2[C:13](=[O:19])[CH2:14][CH2:15][CH2:16][C:17]=2[OH:18])=[O:11])[C:3]1=[O:20].OO.[S:23]([O-:26])(O)=[O:24].[Na+].[CH3:28]O>[O-][W]([O-])(=O)=O.[Na+].[Na+]>[CH3:1][N:2]1[C:7]([S:8]([CH3:9])=[O:24])=[CH:6][CH:5]=[C:4]([C:10]([C:12]2[C:17](=[O:18])[CH2:16][CH2:15][CH2:14][C:13]=2[OH:19])=[O:11])[C:3]1=[O:20].[CH3:1][N:2]1[C:7]([S:23]([CH3:28])(=[O:26])=[O:24])=[CH:6][CH:5]=[C:4]([C:10]([C:12]2[C:17](=[O:18])[CH2:16][CH2:15][CH2:14][C:13]=2[OH:19])=[O:11])[C:3]1=[O:20] |f:2.3,5.6.7|. Reagents/catalysts: [O-][W](=O)(=O)[O-].[Na+].[Na+] (sodium tungstate). Reported procedure: 2-[1,2-dihydro-1-methyl-6-methylthio-2-oxopyridine-3-carbonyl]-3-hydroxy-2-cyclohexen-1-one (1.2 g, 4.1 mmol), sodium tungstate (0.13 g, 0.4 mmol) and aqueous 35% hydrogen peroxide (0.48 g, 5.4 mmol) were dissolved in methanol (2 mL), and the mixture was stirred for 5 hours at room temperature. The mixed solution was poured into a sodium hydrogensulfite solution, and extracted with chloroform. The obtained organic layer was dried over anhydrous magnesium sulfate, the inorganic substance was sepa... Starting materials: S(=O)(O)[O-].[Na+] (sodium hydrogensulfite), CN1C(C(=CC=C1SC)C(=O)C=1C(CCCC1O)=O)=O (2-[1,2-dihydro-1-methyl-6-methylthio-2-oxopyridine-3-carbonyl]-3-hydroxy-2-cyclohexen-1-one), OO (hydrogen peroxide), CO (methanol). Yields the product CN1C(C(=CC=C1S(=O)C)C(=O)C=1C(CCCC1O)=O)=O (2-[1,2-dihydro-1-methyl-6-methylsulfinyl-2-oxopyridine-3-carbonyl]-3-hydroxy-2-cyclohexen-1-one), CN1C(C(=CC=C1S(=O)(=O)C)C(=O)C=1C(CCCC1O)=O)=O (2-[1,2-dihydro-1-methyl-6-methylsulfonyl-2-oxopyridine-3-carbonyl]-3-hydroxy-2-cyclohexen-1-one). Isolated yield 12.0%.